From a dataset of the Open Reaction Database (ORD), a public repository of structured organic reaction records. describe an organic reaction: reactants, conditions, products, and yield Reactants: CO (methanol), C(CC)N(C1CC2=C(C=CC=C2CC1)C1=NNC(=C1)O)CCC (2-di-n-propylamino-8-(5-hydroxypyrazol-3-yl)-1,2,3,4-tetrahydronaphthalene), CN(C(=N)N[N+](=O)[O-])N=O (1-methyl-3-nitro-1-nitrosoguanidine), solution, [OH-].[K+] (KOH). Solvent: CCOCC (Et2O). Yields the product [N+](=[N-])=C (diazomethane), C(CC)N(C1CC2=C(C=CC=C2CC1)C1=NNC(=C1)OC)CCC (2-Di-n-propylamino-8-(5-methoxypyrazol-3-yl)-1,2,3,4-tetrahydronaphthalene). Reaction SMILES: [CH3:1][N:2]([N:9]=O)C(N[N+]([O-])=O)=N.[OH-].[K+].CO.[CH2:15]([N:18]([CH2:35][CH2:36][CH3:37])[CH:19]1[CH2:28][CH2:27][C:26]2[C:21](=[C:22]([C:29]3[CH:33]=[C:32]([OH:34])[NH:31][N:30]=3)[CH:23]=[CH:24][CH:25]=2)[CH2:20]1)[CH2:16][CH3:17]>CCOCC>[N+:2](=[CH2:1])=[N-:9].[CH2:35]([N:18]([CH2:15][CH2:16][CH3:17])[CH:19]1[CH2:28][CH2:27][C:26]2[C:21](=[C:22]([C:29]3[CH:33]=[C:32]([O:34][CH3:1])[NH:31][N:30]=3)[CH:23]=[CH:24][CH:25]=2)[CH2:20]1)[CH2:36][CH3:37] |f:1.2|. Reported procedure: A solution of 20 mmol diazomethane was prepared by adding 4.29 g (29 mmol) 1-methyl-3-nitro-1-nitrosoguanidine to a 25% solution KOH (10 ml) and Et2O (30 ml) in an ice bath. The ethereal phase was decanted into a solution of 25 ml methanol containing 400 mg (1.28 mmol) of 2-di-n-propylamino-8-(5-hydroxypyrazol-3-yl)-1,2,3,4-tetrahydronaphthalene. The title compound was isolated by concentrating the reaction and purifying the 500 mg of brown oil crude by flash column chromatography eluting with 9... The reactants are N1CCC(CC1)CCC(=O)C=1C=C2CCC(N3C2=C(C1)CC3)=O (8-[3-(4-piperidinyl)propanoyl]-1,2,5,6-tetrahydro-4H-pyrrolo[3,2,1-ij]quinolin-4-one), CS(=O)(=O)OCCC1=C(C=CC=C1)Cl (2-(2-chlorophenyl)ethyl methanesulfonate). Yields the product Cl.ClC1=C(C=CC=C1)CCN1CCC(CC1)CCC(=O)C=1C=C2CCC(N3C2=C(C1)CC3)=O (8-(3-{1-[2-(2-Chlorophenyl)ethyl]-4-piperidinyl}propanoyl)-1,2,5,6-tetrahydro-4H-pyrrolo[3,2, 1-ij]quinolin-4-one hydrochloride). Isolated yield 61.4%. RXN SMILES: [NH:1]1[CH2:6][CH2:5][CH:4]([CH2:7][CH2:8][C:9]([C:11]2[CH:12]=[C:13]3[C:18]4=[C:19]([CH2:21][CH2:22][N:17]4[C:16](=[O:23])[CH2:15][CH2:14]3)[CH:20]=2)=[O:10])[CH2:3][CH2:2]1.CS(O[CH2:29][CH2:30][C:31]1[CH:36]=[CH:35][CH:34]=[CH:33][C:32]=1[Cl:37])(=O)=O>>[ClH:37].[Cl:37][C:32]1[CH:33]=[CH:34][CH:35]=[CH:36][C:31]=1[CH2:30][CH2:29][N:1]1[CH2:2][CH2:3][CH:4]([CH2:7][CH2:8][C:9]([C:11]2[CH:12]=[C:13]3[C:18]4=[C:19]([CH2:21][CH2:22][N:17]4[C:16](=[O:23])[CH2:15][CH2:14]3)[CH:20]=2)=[O:10])[CH2:5][CH2:6]1 |f:2.3|. Procedure: Using 8-[3-(4-piperidinyl)propanoyl]-1,2,5,6-tetrahydro-4H-pyrrolo[3,2,1-ij]quinolin-4-one (600 mg) and 2-(2-chlorophenyl)ethyl methanesulfonate (475 mg) according to the same method as that of Example 81, the title compound (303 mg) was obtained as colorless crystals having a melting point of 207 to 210° C. The reactants are NC1=NC(=NC=2N1N=C(N2)C=2OC=CC2)NCCC2=CC=C(C=C2)O (7-amino-2-(2-furyl)-5-[2-(4-hydroxyphenyl)ethyl]amino-[1,2,4]-triazolo[1,5-a][1,3,5]triazine), FC(C(=O)O)(F)F (trifluoroacetic acid), C(C(C)(C)C)(=O)Cl (Pivaloyl chloride). The solvent is ClCCl (dichloromethane). Yields the product NC1=NC(=NC=2N1N=C(N2)C=2OC=CC2)NCCC2=CC=C(C=C2)OC(C(C)(C)C)=O (7-amino-2-(2-furyl)-5-[2-(4-pivaloyloxyphenyl)ethyl]amino[1,2,4]-triazolo[1,5-a][1,3,5]triazine). As a reaction SMILES: [NH2:1][C:2]1[N:7]2[N:8]=[C:9]([C:11]3[O:12][CH:13]=[CH:14][CH:15]=3)[N:10]=[C:6]2[N:5]=[C:4]([NH:16][CH2:17][CH2:18][C:19]2[CH:24]=[CH:23][C:22]([OH:25])=[CH:21][CH:20]=2)[N:3]=1.FC(F)(F)C(O)=O.[C:33](Cl)(=[O:38])[C:34]([CH3:37])([CH3:36])[CH3:35]>ClCCl>[NH2:1][C:2]1[N:7]2[N:8]=[C:9]([C:11]3[O:12][CH:13]=[CH:14][CH:15]=3)[N:10]=[C:6]2[N:5]=[C:4]([NH:16][CH2:17][CH2:18][C:19]2[CH:20]=[CH:21][C:22]([O:25][C:33](=[O:38])[C:34]([CH3:37])([CH3:36])[CH3:35])=[CH:23][CH:24]=2)[N:3]=1. Reported procedure: 7-Amino-2-(2-furyl)-5-[2-(4-hydroxyphenyl)ethyl]amino[1,2,4-triazolo[1,5-a][1,3,5]triazine (1 g, prepared as described in Example 81) was suspended in dichloromethane (20 ml) and trifluoroacetic acid (20 ml) was added with stirring. Pivaloyl chloride (0.4 ml) was added dropwise at ambient temperature. The mixture was stirred for 2 hours and then the dichloromethane and trifluoroacetic acid was removed in vacuo. The residue was purified by chromatography on silica (100 g) eluting with dichloromet...